This data is from the Open Reaction Database (ORD), a public repository of structured organic reaction records. The task is: describe an organic reaction: reactants, conditions, products, and yield The reactants are C1(=CC=CC=C1)C(CCOC(=O)C=1C(=NC(=C(C1C1=CC(=CC=C1)Cl)C(=O)O)C)C)C1=CC=CC=C1 (4-(3-chlorophenyl)-2,6-dimethylpyridine-3,5-dicarboxylic acid mono (3,3-diphenylpropyl) ester), N1CCCC1 (pyrrolidine), CCN=C=NCCCN(C)C.Cl (WSC hydrochloride), CCN=C=NCCCN(C)C.Cl (WSC hydrochloride), CN(C)C=O (DMF). The reagents and catalysts are CN(C1=CC=NC=C1)C (4-dimethylaminopyridine). The solvent is C(C)(=O)OCC (ethyl acetate), ClCCl (dichloromethane). Run at temperature 60 celsius, time 8 hour. Product: C1(=CC=CC=C1)C(CCOC(C1=C(N=C(C(=C1C1=CC(=CC=C1)Cl)C(=O)N1CCCC1)C)C)=O)C1=CC=CC=C1 (4-(3-chlorophenyl)-2,6-dimethyl-5-(pyrrolidine-1-carbonyl)nicotinic acid (3,3-diphenylpropyl) ester). RXN SMILES: [C:1]1([CH:7]([C:31]2[CH:36]=[CH:35][CH:34]=[CH:33][CH:32]=2)[CH2:8][CH2:9][O:10][C:11]([C:13]2[C:14]([CH3:30])=[N:15][C:16]([CH3:29])=[C:17]([C:26]([OH:28])=O)[C:18]=2[C:19]2[CH:24]=[CH:23][CH:22]=[C:21]([Cl:25])[CH:20]=2)=[O:12])[CH:6]=[CH:5][CH:4]=[CH:3][CH:2]=1.[NH:37]1[CH2:41][CH2:40][CH2:39][CH2:38]1.CCN=C=NCCCN(C)C.Cl.CN(C=O)C>CN(C)C1C=CN=CC=1.ClCCl.C(OCC)(=O)C>[C:31]1([CH:7]([C:1]2[CH:2]=[CH:3][CH:4]=[CH:5][CH:6]=2)[CH2:8][CH2:9][O:10][C:11](=[O:12])[C:13]2[C:18]([C:19]3[CH:24]=[CH:23][CH:22]=[C:21]([Cl:25])[CH:20]=3)=[C:17]([C:26]([N:37]3[CH2:41][CH2:40][CH2:39][CH2:38]3)=[O:28])[C:16]([CH3:29])=[N:15][C:14]=2[CH3:30])[CH:32]=[CH:33][CH:34]=[CH:35][CH:36]=1 |f:2.3|. Reported procedure: 100 mg (0.200 mmol) of 4-(3-chlorophenyl)-2,6-dimethylpyridine-3,5-dicarboxylic acid mono (3,3-diphenylpropyl) ester, 21.3 mg (0.300 mmol) of pyrrolidine, 46.0 mg (0.240 mmol) of WSC hydrochloride and 3.00 mg (0.0250 mmol) of 4-dimethylaminopyridine were stirred in 1.5 ml of dichloromethane at room temperature overnight. 3.7 mg (0.160 mmol) of WSC hydrochloride and 1 ml of DMF were added and further stirred at 60° C. overnight. After adding ethyl acetate and being washed with water, the organic ...